Dataset: the Open Reaction Database (ORD), a public repository of structured organic reaction records. Task: describe an organic reaction: reactants, conditions, products, and yield The reactants are COC1=CC=C(C=C1)C1C(=C(C2=CC=CC=C12)C1=CC=CC=C1)C(=O)OCC (ethyl(RS)-1-(4-methoxyphenyl)-3-phenylindene-2-carboxylate). The reagents and catalysts are [Pd] (palladium on activated carbon). Run in CCOC(=O)C (EtOAc). Reaction conditions: time 1 day. Product: COC1=CC=C(C=C1)C1C(C(C2=CC=CC=C12)C1=CC=CC=C1)C(=O)OCC (Ethyl(1RS ,2SR,3SR)-1-(4-Methoxyphenyl)-3-phenylindane-2-carboxylate). RXN SMILES: [CH3:1][O:2][C:3]1[CH:8]=[CH:7][C:6]([CH:9]2[C:17]3[C:12](=[CH:13][CH:14]=[CH:15][CH:16]=3)[C:11]([C:18]3[CH:23]=[CH:22][CH:21]=[CH:20][CH:19]=3)=[C:10]2[C:24]([O:26][CH2:27][CH3:28])=[O:25])=[CH:5][CH:4]=1>CCOC(C)=O.[Pd]>[CH3:1][O:2][C:3]1[CH:8]=[CH:7][C:6]([CH:9]2[C:17]3[C:12](=[CH:13][CH:14]=[CH:15][CH:16]=3)[CH:11]([C:18]3[CH:19]=[CH:20][CH:21]=[CH:22][CH:23]=3)[CH:10]2[C:24]([O:26][CH2:27][CH3:28])=[O:25])=[CH:5][CH:4]=1. Procedure details: To a solution of ethyl(RS)-1-(4-methoxyphenyl)-3-phenylindene-2-carboxylate (5.75 g, 15 mmol) in EtOAc (150 ml) was added 5% palladium on activated carbon (600 mg). The resulting suspension was stirred under an atmosphere of H2 for 1 d, then was filtered through a pad of Celite. The filtrate was concentrated under reduced pressure to afford the title compound, which was used without further purification. Reactants: BrC1=CC=C(C=C1)O[Si](C(C)C)(C(C)C)C(C)C (1-bromo-4-(triisopropyl)silyloxy-benzene), C(CCC)[Li] (n-butyl lithium), B(OC(C)C)(OC(C)C)OC(C)C (triisopropyl borate). The solvent is C1CCOC1 (THF). Conditions: time 30 minute. Product: C(C)(C)[Si](OC1=CC=C(C=C1)B(O)O)(C(C)C)C(C)C (4-(triisopropyl)silyloxyphenyl boronic acid). Isolated yield 68.0%. As a reaction SMILES: Br[C:2]1[CH:7]=[CH:6][C:5]([O:8][Si:9]([CH:16]([CH3:18])[CH3:17])([CH:13]([CH3:15])[CH3:14])[CH:10]([CH3:12])[CH3:11])=[CH:4][CH:3]=1.C([Li])CCC.[B:24](OC(C)C)([O:29]C(C)C)[O:25]C(C)C>C1COCC1>[CH:10]([Si:9]([CH:16]([CH3:18])[CH3:17])([CH:13]([CH3:15])[CH3:14])[O:8][C:5]1[CH:6]=[CH:7][C:2]([B:24]([OH:29])[OH:25])=[CH:3][CH:4]=1)([CH3:12])[CH3:11]. Procedure details: To a stirring solution of 4-(triisopropyl)silyloxy-1-bromobenzene (6) (540 mg, 1.64 mmol) in THF (15 ml) at −78° C. was added n-butyl lithium (0.9 ml, 2.18 M in hexanes, 1.96 mmol) dropwise. The reaction mixture was stirred for 30 minutes then triisopropyl borate (0.5 ml, 2.17 mmol) was added in one portion. The reaction was stirred at −78° C. for 1 hour, allowed to warm to ambient temperature over 4 hours, quenched with 3 N HCl (5 ml) and stirred for 30 minutes at 0° C. The aqueous layer was ex...